Dataset: the Open Reaction Database (ORD), a public repository of structured organic reaction records. Task: describe an organic reaction: reactants, conditions, products, and yield The reactants are ClC=1C=C(C=CC1OCCCCC)C1=NC(=NO1)C=1C=C2C=CNC2=CC1 (5-(3-Chloro-4-(pentyloxy)phenyl)-3-(1H-indol-5-yl)-1,2,4-oxadiazole), C(C)OC=1C=C(C=CC1OCC)C1=NC(=NO1)C1=C2C=CNC2=CC=C1 (5-(3,4-diethoxyphenyl)-3-(1H-indol-4-yl)-1,2,4-oxadiazole). Product: ClC=1C=C(C=CC1OCCCCC)C1=NC(=NO1)C=1C=C2CCNC2=CC1 (5-(3-Chloro-4-(pentyloxy)phenyl)-3-(indolin-5-yl)-1,2,4-oxadiazole). Yield: 100.0%. Reaction SMILES: [Cl:1][C:2]1[CH:3]=[C:4]([C:14]2[O:18][N:17]=[C:16]([C:19]3[CH:20]=[C:21]4[C:25](=[CH:26][CH:27]=3)[NH:24][CH:23]=[CH:22]4)[N:15]=2)[CH:5]=[CH:6][C:7]=1[O:8][CH2:9][CH2:10][CH2:11][CH2:12][CH3:13].C(OC1C=C(C2ON=C(C3C=CC=C4C=3C=CN4)N=2)C=CC=1OCC)C>>[Cl:1][C:2]1[CH:3]=[C:4]([C:14]2[O:18][N:17]=[C:16]([C:19]3[CH:20]=[C:21]4[C:25](=[CH:26][CH:27]=3)[NH:24][CH2:23][CH2:22]4)[N:15]=2)[CH:5]=[CH:6][C:7]=1[O:8][CH2:9][CH2:10][CH2:11][CH2:12][CH3:13]. Reported procedure: When the product of Step C was substituted for 5-(3,4-diethoxyphenyl)-3-(1H-indol-4-yl)-1,2,4-oxadiazole in Example 34, Step C, the identical process afforded the title compound in 100% yield. 1H-NMR (CDCl3) 0.94 (tr, 3H, J=7.11 Hz); 1.44-1.54 (m, 4H); 1.66-2.03 (m, 2H); 3.45 (tr, 2H, J=8.16 Hz); 3.65 (tr, 2H, J=7.83 Hz); 4.11 (tr, 2H, J=6.51 Hz); 6.75 (d, 1H, J=7.68 Hz); 7.00 (d, 1H, J=8.67 Hz); 7.20 (tr, 1H, J=6.24 Hz); 7.51 (broad d, 1H, J=7.77 Hz); 8.04 (dd, 1H, J=2.13, 8.64 Hz); 8.21 (d, 1H... Reactants: ClCCOC1=CC=C(C2=CC=CC=C12)NC(C1=CC(=CC(=C1)N1CCCCC1)F)=O (N-[4-(2-chloroethoxy)-naphthalen-1-yl]-3-fluoro-5-piperidin-1-yl-benzamide), C(C)(=O)N1CCNCC1 (4-acetylpiperizine). Product: C(C)(=O)N1CCN(CC1)CCOC1=CC=C(C2=CC=CC=C12)NC(C1=CC(=CC(=C1)N1CCCCC1)F)=O (N-{4-[2-(4-Acetyl-piperazin-1-yl)-ethoxy]-naphthalen-1-yl}-3-fluoro-5-piperidin-1-yl-benzamide). Reaction SMILES: Cl[CH2:2][CH2:3][O:4][C:5]1[C:14]2[C:9](=[CH:10][CH:11]=[CH:12][CH:13]=2)[C:8]([NH:15][C:16](=[O:30])[C:17]2[CH:22]=[C:21]([N:23]3[CH2:28][CH2:27][CH2:26][CH2:25][CH2:24]3)[CH:20]=[C:19]([F:29])[CH:18]=2)=[CH:7][CH:6]=1.[C:31]([N:34]1[CH2:39][CH2:38][NH:37][CH2:36][CH2:35]1)(=[O:33])[CH3:32]>>[C:31]([N:34]1[CH2:39][CH2:38][N:37]([CH2:2][CH2:3][O:4][C:5]2[C:14]3[C:9](=[CH:10][CH:11]=[CH:12][CH:13]=3)[C:8]([NH:15][C:16](=[O:30])[C:17]3[CH:22]=[C:21]([N:23]4[CH2:28][CH2:27][CH2:26][CH2:25][CH2:24]4)[CH:20]=[C:19]([F:29])[CH:18]=3)=[CH:7][CH:6]=2)[CH2:36][CH2:35]1)(=[O:33])[CH3:32]. Reported procedure: Compound is prepared from N-[4-(2-chloroethoxy)-naphthalen-1-yl]-3-fluoro-5-piperidin-1-yl-benzamide and 4-acetylpiperizine according to conditions described in general procedure N. 1H NMR 300 MHz (CDCl3) 8.3 (dd, 1H, J=1.8 and 8.7 Hz), 7.9 (s, 1H), 7.84 (d, 1H, J=7.5 Hz), 7.74 (d, 1H, J=8.7 Hz), 7.54 (m, 2H), 7.31 (s, 1H), 6.99 (d, 1H, J=7.5 Hz), 6.84 (d, 1H, J=8.1Hz), 6.76 (d, 1H, J=11.7 Hz), 4.32 (t, 2H, J=5.7 Hz), 3.66 (t, 2H, J=5.4), 3.5 (t, 2H, J=5.4 Hz), 3.28 (m, 4H), 3.0 (t, 2H, J=5.7 Hz... Reactants: Cc1ccccc1, CC(C)c1cccc(C(C)C)c1CO, O=S(Cl)Cl. Yields the product CC(C)c1cccc(C(C)C)c1CCl. As a reaction SMILES: [CH3:19][c:20]1[cH:21][cH:22][cH:23][cH:24][cH:25]1.[CH:1]([CH3:2])([CH3:3])[c:4]1[c:5]([CH2:6][OH:7])[c:8]([CH:12]([CH3:13])[CH3:14])[cH:9][cH:10][cH:11]1.[S:15]([Cl:16])([Cl:17])=[O:18]>>[CH:1]([CH3:2])([CH3:3])[c:4]1[c:5]([CH2:6][Cl:17])[c:8]([CH:12]([CH3:13])[CH3:14])[cH:9][cH:10][cH:11]1. Reactants: CN(C)C(=O)C(Cc1ccc(Oc2ccccc2CCC(=O)NOCc2ccccc2)cc1)NC(=O)OC(C)(C)C, CO, [H][H], [Pd]. The product is CN(C)C(=O)C(Cc1ccc(Oc2ccccc2CCC(=O)NO)cc1)NC(=O)OC(C)(C)C. RXN SMILES: [C:1]([CH3:2])([CH3:3])([CH3:4])[O:5][C:6]([NH:7][CH:8]([CH2:9][c:10]1[cH:11][cH:12][c:13]([O:16][c:17]2[c:18]([CH2:23][CH2:24][C:25]([NH:26][O:27][CH2:28][c:29]3[cH:30][cH:31][cH:32][cH:33][cH:34]3)=[O:35])[cH:19][cH:20][cH:21][cH:22]2)[cH:14][cH:15]1)[C:36]([N:37]([CH3:38])[CH3:39])=[O:40])=[O:41].[CH3:44][OH:45].[H:42][H:43].[Pd:46]>>[C:1]([CH3:2])([CH3:3])([CH3:4])[O:5][C:6]([NH:7][CH:8]([CH2:9][c:10]1[cH:11][cH:12][c:13]([O:16][c:17]2[c:18]([CH2:23][CH2:24][C:25]([NH:26][OH:27])=[O:35])[cH:19][cH:20][cH:21][cH:22]2)[cH:14][cH:15]1)[C:36]([N:37]([CH3:38])[CH3:39])=[O:40])=[O:41]. The reactants are BrB(Br)Br, CCOCC, CCCCCC, COC(=O)C=Cc1cc(C(C)C)c(OC)c(C(C)C)c1, ClCCl. Yields the product COC(=O)C=Cc1cc(C(C)C)c(O)c(C(C)C)c1. Reaction SMILES: [B:21]([Br:22])([Br:23])[Br:24].[CH2:25]([O:26][CH2:27][CH3:28])[CH3:29].[CH3:30][CH2:31][CH2:32][CH2:33][CH2:34][CH3:35].[CH:1]([CH3:2])([CH3:3])[c:4]1[cH:5][c:6]([CH:15]=[CH:16][C:17](=[O:18])[O:19][CH3:20])[cH:7][c:8]([CH:12]([CH3:13])[CH3:14])[c:9]1[O:10][CH3:11].[Cl:36][CH2:37][Cl:38]>>[CH:1]([CH3:2])([CH3:3])[c:4]1[cH:5][c:6]([CH:15]=[CH:16][C:17](=[O:18])[O:19][CH3:20])[cH:7][c:8]([CH:12]([CH3:13])[CH3:14])[c:9]1[OH:10].